From a dataset of the Open Reaction Database (ORD), a public repository of structured organic reaction records. describe an organic reaction: reactants, conditions, products, and yield Starting materials: [BH4-], COc1ccc(C2Sc3ccccc3NC(=O)C2=O)cc1, CCOC(C)=O, Cl, CC(C)(C)C(N)C(=O)O, [Na+], C1CCOC1. Product: COc1ccc(C2Sc3ccccc3NC(=O)C2O)cc1. RXN SMILES: [BH4-:10].[CH3:12][O:13][c:14]1[cH:15][cH:16][c:17]([CH:20]2[S:21][c:22]3[c:23]([cH:29][cH:30][cH:31][cH:32]3)[NH:24][C:25](=[O:28])[C:26]2=[O:27])[cH:18][cH:19]1.[CH3:34][CH2:35][O:36][C:37](=[O:38])[CH3:39].[ClH:33].[NH2:1][CH:2]([C:3]([OH:4])=[O:5])[C:6]([CH3:7])([CH3:8])[CH3:9].[Na+:11].[O:40]1[CH2:41][CH2:42][CH2:43][CH2:44]1>>[CH3:12][O:13][c:14]1[cH:15][cH:16][c:17]([CH:20]2[S:21][c:22]3[c:23]([cH:29][cH:30][cH:31][cH:32]3)[NH:24][C:25](=[O:28])[CH:26]2[OH:27])[cH:18][cH:19]1. The reactants are C=1C=CC2=C(C1)N=NN2O (HOBt), C(C)N(C1=NC(=CC(=N1)C1=NC(=NO1)C1=CC(=C(C(=C1)C)OC[C@H]1OC1)CC)C)CC ((S)-Diethyl-{4-[3-(3-ethyl-5-methyl-4-oxiranylmethoxy-phenyl)-[1,2,4]oxadiazol-5-yl]-6-methyl-pyrimidin-2-yl}-amine), C(CO)(=O)O (glycolic acid), CCN(C(C)C)C(C)C (DIPEA), C(CCl)Cl (EDC). The solvent is CCOC(=O)C (EtOAc), CN(C)C=O (DMF). Reaction conditions: time 10 minute. Yields the product C(C)N(C1=NC(=CC(=N1)C1=NC(=NO1)C1=CC=C(C=C1)CCNC(CO)=O)C)CC (N-(2-{4-[5-(2-Diethylamino-6-methyl-pyrimidin-4-yl)-[1,2,4]oxadiazol-3-yl]-phenyl}-ethyl)-2-hydroxy-acetamide). The yield is 43.5%. Reaction SMILES: [C:1]([OH:5])(=O)[CH2:2][OH:3].[CH3:6][CH2:7][N:8](C(C)C)C(C)C.C(Cl)CCl.C1C=CC2N(O)N=NC=2C=1.[CH2:29]([N:31]([CH2:58][CH3:59])[C:32]1[N:37]=[C:36]([C:38]2[O:42][N:41]=[C:40]([C:43]3[CH:48]=[C:47](C)[C:46](OC[C@@H]4CO4)=[C:45](CC)[CH:44]=3)[N:39]=2)[CH:35]=[C:34]([CH3:57])[N:33]=1)[CH3:30]>CN(C=O)C.CCOC(C)=O>[CH2:29]([N:31]([CH2:58][CH3:59])[C:32]1[N:37]=[C:36]([C:38]2[O:42][N:41]=[C:40]([C:43]3[CH:48]=[CH:47][C:46]([CH2:6][CH2:7][NH:8][C:1](=[O:5])[CH2:2][OH:3])=[CH:45][CH:44]=3)[N:39]=2)[CH:35]=[C:34]([CH3:57])[N:33]=1)[CH3:30]. Procedure details: To a solution of glycolic acid (33 mg, 0.43 mmol) and DIPEA (146 μL, 0.85 mmol) in DMF (5 mL) is added EDC (82 mg, 0.43 mmol) followed by HOBt (58 mg, 0.43 mmol). The reaction mixture is stirred at rt for 10 min before adding Intermediate 12 (100 mg, 0.28 mmol). Stirring is continued for 18 h and the reaction mixture is then diluted with EtOAc, washed with sat. aq. NaHCO3, dried over MgSO4, filtered and evaporated. The residue is purified by prep. TLC (eluting with DCM/7M NH3 in MeOH 10:1) to gi...